Dataset: the Open Reaction Database (ORD), a public repository of structured organic reaction records. Task: describe an organic reaction: reactants, conditions, products, and yield The reactants are C(C)OC(C(C1=NC=CC=N1)(F)F)=O (difluoro-pyrimidin-2-yl-acetic acid ethyl ester), [BH4-].[Na+] (NaBH4). Solvent: CCO (EtOH). Reaction conditions: temperature 0 celsius, time 5 minute. The product is FC(CO)(C1=NC=CC=N1)F (2,2-difluoro-2-pyrimidin-2-yl-ethanol). Yield: 50.3%. RXN SMILES: C([O:3][C:4](=O)[C:5]([F:13])([F:12])[C:6]1[N:11]=[CH:10][CH:9]=[CH:8][N:7]=1)C.[BH4-].[Na+]>CCO>[F:13][C:5]([F:12])([C:6]1[N:7]=[CH:8][CH:9]=[CH:10][N:11]=1)[CH2:4][OH:3] |f:1.2|. Reported procedure: A solution of difluoro-pyrimidin-2-yl-acetic acid ethyl ester (1.75 g, 8.65 mmol), as prepared in the previous step (and containing undissolved green precipitate), in anhydrous absolute EtOH (18 mL) was stirred at 0° C. for 5 min, and was then treated with solid NaBH4 (655 mg, 17.3 mmol) in one slow steady portion at 0° C. Bubbles immediately formed, and the solution turned light amber. Stirring continued at 0° C. for 2 h, and the reaction was then quenched with half-saturated NH4Cl (40 mL) and ... Starting materials: O=C(Nc1ccc([N+](=O)[O-])cc1)c1ccc(F)cc1, [H][H], C1CCOC1. The product is Nc1ccc(NC(=O)c2ccc(F)cc2)cc1. Reaction SMILES: [F:1][c:2]1[cH:3][cH:4][c:5]([C:6](=[O:7])[NH:8][c:9]2[cH:10][cH:11][c:12]([N+:15]([O-:16])=[O:17])[cH:13][cH:14]2)[cH:18][cH:19]1.[H:20][H:21].[O:22]1[CH2:23][CH2:24][CH2:25][CH2:26]1>>[F:1][c:2]1[cH:3][cH:4][c:5]([C:6](=[O:7])[NH:8][c:9]2[cH:10][cH:11][c:12]([NH2:15])[cH:13][cH:14]2)[cH:18][cH:19]1. Starting materials: Cl, CCOC(=O)CSC(CCCCOC1CCCCO1)CCCc1cccnc1, C1CCOC1. Yields the product CCOC(=O)CSC(CCCCO)CCCc1cccnc1. As a reaction SMILES: [ClH:29].[O:1]1[CH2:2][CH2:3][CH2:4][CH2:5][CH:6]1[O:7][CH2:8][CH2:9][CH2:10][CH2:11][CH:12]([S:13][CH2:14][C:15](=[O:16])[O:17][CH2:18][CH3:19])[CH2:20][CH2:21][CH2:22][c:23]1[cH:24][n:25][cH:26][cH:27][cH:28]1.[O:30]1[CH2:31][CH2:32][CH2:33][CH2:34]1>>[OH:7][CH2:8][CH2:9][CH2:10][CH2:11][CH:12]([S:13][CH2:14][C:15](=[O:16])[O:17][CH2:18][CH3:19])[CH2:20][CH2:21][CH2:22][c:23]1[cH:24][n:25][cH:26][cH:27][cH:28]1. Reactants: CO (methyl alcohol), O (water), [OH-].[Na+] (sodium hydroxide), C(C)OC(=O)C1C(C1)C1=CC(=C(C=C1)OC)F (2-(3-fluoro-4-methoxy-phenyl)-cyclopropane carboxylic acid ethyl ester). Solvent: C1CCOC1 (THF). Conditions: time 4 hour. The product is FC=1C=C(C=CC1OC)C1C(C1)C(=O)O (2-(3-fluoro-4-methoxy-phenyl)-cyclopropane carboxylic acid). Isolated yield 97.0%. Reaction SMILES: C([O:3][C:4]([CH:6]1[CH2:8][CH:7]1[C:9]1[CH:14]=[CH:13][C:12]([O:15][CH3:16])=[C:11]([F:17])[CH:10]=1)=[O:5])C.CO.O.[OH-].[Na+]>C1COCC1>[F:17][C:11]1[CH:10]=[C:9]([CH:7]2[CH2:8][CH:6]2[C:4]([OH:5])=[O:3])[CH:14]=[CH:13][C:12]=1[O:15][CH3:16] |f:3.4|. Procedure: After 2-(3-fluoro-4-methoxy-phenyl)-cyclopropane carboxylic acid ethyl ester (1.15 g, 4.83 mmol) was dissolved in THF (6 mL), methyl alcohol (1 mL) and water (1 mL), an excess amount of sodium hydroxide was added, and then the mixture was stirred at room temperature for 4 hours. After the termination of the reaction, the reactant was concentrated under reduced pressure, and 1N HCl was added to adjust the pH of the solution to 2. The organic layer obtained by the extraction with ethyl acetate was... Starting materials: COCOc1ccc(OC)cc1C=O, Cc1cccc(O)c1N, c1ccccc1. Yields the product COCOc1ccc(OC)cc1C=Nc1c(C)cccc1O. Reaction SMILES: [CH3:1][O:2][c:3]1[cH:4][cH:5][c:6]([O:11][CH2:12][O:13][CH3:14])[c:7]([CH:8]=[O:9])[cH:10]1.[NH2:15][c:16]1[c:17]([CH3:23])[cH:18][cH:19][cH:20][c:21]1[OH:22].[cH:24]1[cH:25][cH:26][cH:27][cH:28][cH:29]1>>[CH3:1][O:2][c:3]1[cH:4][cH:5][c:6]([O:11][CH2:12][O:13][CH3:14])[c:7]([CH:8]=[N:15][c:16]2[c:17]([CH3:23])[cH:18][cH:19][cH:20][c:21]2[OH:22])[cH:10]1. Reactants: FC1(CCN(CC1)C(=O)C1=CC=2C(=NC=C(C2)OCCCN2[C@@H](CCC2)C)N1S(=O)(=O)C)F ((4,4-Difluoro-piperidin-1-yl)-{1-methanesulfonyl-5-[3-((R)-2-methyl-pyrrolidin-1-yl)-propoxy]-1H-pyrrolo[2,3-b]pyridin-2-yl}-methanone), [H-].[Na+] (sodium hydride), BrC(C)C (2-bromopropane). Yields the product FC1(CCN(CC1)C(=O)C1=CC=2C(=NC=C(C2)OCCCN2[C@@H](CCC2)C)N1C(C)C)F ((4,4-Difluoro-piperidin-1-yl)-[1-isopropyl-5-[3-((R)-2-methyl-pyrrolidin-1-yl)-propoxy]-1H-pyrrolo[2,3-b]pyridin-2-yl]-methanone). The yield is 26.0%. RXN SMILES: [F:1][C:2]1([F:33])[CH2:7][CH2:6][N:5]([C:8]([C:10]2[N:28](S(C)(=O)=O)[C:13]3=[N:14][CH:15]=[C:16]([O:18][CH2:19][CH2:20][CH2:21][N:22]4[CH2:26][CH2:25][CH2:24][C@H:23]4[CH3:27])[CH:17]=[C:12]3[CH:11]=2)=[O:9])[CH2:4][CH2:3]1.[H-].[Na+].Br[CH:37]([CH3:39])[CH3:38]>>[F:1][C:2]1([F:33])[CH2:7][CH2:6][N:5]([C:8]([C:10]2[N:28]([CH:37]([CH3:39])[CH3:38])[C:13]3=[N:14][CH:15]=[C:16]([O:18][CH2:19][CH2:20][CH2:21][N:22]4[CH2:26][CH2:25][CH2:24][C@H:23]4[CH3:27])[CH:17]=[C:12]3[CH:11]=2)=[O:9])[CH2:4][CH2:3]1 |f:1.2|. Reported procedure: The title compound was synthesized in analogy to example 18 from (4,4-difluoro-piperidin-1-yl)-{1-methanesulfonyl-5-[3-((R)-2-methyl-pyrrolidin-1-yl)-propoxy]-1H-pyrrolo[2,3-b]pyridin-2-yl}-methanone (example 20), sodium hydride and 2-bromopropane, to give the desired product as a colorless oil (26%).